This data is from the Open Reaction Database (ORD), a public repository of structured organic reaction records. The task is: describe an organic reaction: reactants, conditions, products, and yield The reactants are NS(=O)(=O)c1ccc(Br)cc1, CC(C)(C)P(c1ccccc1-c1ccccc1)C(C)(C)C, C1COCCO1, Cc1nc(-c2cccc(C(F)(F)F)c2)n2nc(N)ncc12, CC(C)(C)[O-], [Na+], O=C(C=Cc1ccccc1)C=Cc1ccccc1, O=C(C=Cc1ccccc1)C=Cc1ccccc1, O=C(C=Cc1ccccc1)C=Cc1ccccc1, [Pd], [Pd]. Product: Cc1nc(-c2cccc(C(F)(F)F)c2)n2nc(Nc3ccc(S(N)(=O)=O)cc3)ncc12. Reaction SMILES: [Br:22][c:23]1[cH:24][cH:25][c:26]([S:29](=[O:30])(=[O:31])[NH2:32])[cH:27][cH:28]1.[C:33]([P:34]([C:35]([CH3:36])([CH3:37])[CH3:38])[c:39]1[cH:40][cH:41][cH:42][cH:43][c:44]1-[c:45]1[cH:46][cH:47][cH:48][cH:49][cH:50]1)([CH3:51])([CH3:52])[CH3:53].[CH2:60]1[O:61][CH2:62][CH2:63][O:64][CH2:65]1.[CH3:1][c:2]1[n:3][c:4](-[c:12]2[cH:13][c:14]([C:18]([F:19])([F:20])[F:21])[cH:15][cH:16][cH:17]2)[n:5]2[n:6][c:7]([NH2:11])[n:8][cH:9][c:10]12.[CH3:54][C:55]([CH3:56])([O-:57])[CH3:58].[Na+:59].[O:104]=[C:105]([CH:106]=[CH:107][c:108]1[cH:109][cH:110][cH:111][cH:112][cH:113]1)[CH:114]=[CH:115][c:116]1[cH:117][cH:118][cH:119][cH:120][cH:121]1.[O:68]=[C:69]([CH:70]=[CH:71][c:72]1[cH:73][cH:74][cH:75][cH:76][cH:77]1)[CH:78]=[CH:79][c:80]1[cH:81][cH:82][cH:83][cH:84][cH:85]1.[O:86]=[C:87]([CH:88]=[CH:89][c:90]1[cH:91][cH:92][cH:93][cH:94][cH:95]1)[CH:96]=[CH:97][c:98]1[cH:99][cH:100][cH:101][cH:102][cH:103]1.[Pd:66].[Pd:67]>>[CH3:1][c:2]1[n:3][c:4](-[c:12]2[cH:13][c:14]([C:18]([F:19])([F:20])[F:21])[cH:15][cH:16][cH:17]2)[n:5]2[n:6][c:7]([NH:11][c:23]3[cH:24][cH:25][c:26]([S:29](=[O:30])(=[O:31])[NH2:32])[cH:27][cH:28]3)[n:8][cH:9][c:10]12.